Dataset: the Open Reaction Database (ORD), a public repository of structured organic reaction records. Task: describe an organic reaction: reactants, conditions, products, and yield The reactants are COCCOC, CS(=O)c1nc(N)nc(-c2ccco2)c1C#N, NCc1cccnc1. The product is N#Cc1c(NCc2cccnc2)nc(N)nc1-c1ccco1. RXN SMILES: [CH3:26][O:27][CH2:28][CH2:29][O:30][CH3:31].[NH2:1][c:2]1[n:3][c:4]([S:15]([CH3:16])=[O:17])[c:5]([C:13]#[N:14])[c:6](-[c:8]2[o:9][cH:10][cH:11][cH:12]2)[n:7]1.[cH:18]1[c:19]([CH2:24][NH2:25])[cH:20][cH:21][cH:22][n:23]1>>[NH2:1][c:2]1[n:3][c:4]([NH:25][CH2:24][c:19]2[cH:18][n:23][cH:22][cH:21][cH:20]2)[c:5]([C:13]#[N:14])[c:6](-[c:8]2[o:9][cH:10][cH:11][cH:12]2)[n:7]1. The reactants are ClCCl, Cc1ncccc1C(=O)Cl, CCN(C(C)C)C(C)C, Nc1ccc(C(=O)N2Cc3cccn3Cc3ccccc32)cc1. The product is Cc1ncccc1C(=O)Nc1ccc(C(=O)N2Cc3cccn3Cc3ccccc32)cc1. As a reaction SMILES: [CH2:43]([Cl:44])[Cl:45].[CH3:33][c:34]1[n:35][cH:36][cH:37][cH:38][c:39]1[C:40](=[O:41])[Cl:42].[CH:24]([N:25]([CH2:26][CH3:27])[CH:28]([CH3:29])[CH3:30])([CH3:31])[CH3:32].[NH2:1][c:2]1[cH:3][cH:4][c:5]([C:6](=[O:7])[N:8]2[CH2:9][c:10]3[n:11]([cH:19][cH:20][cH:21]3)[CH2:12][c:13]3[c:14]2[cH:15][cH:16][cH:17][cH:18]3)[cH:22][cH:23]1>>[NH:1]([c:2]1[cH:3][cH:4][c:5]([C:6](=[O:7])[N:8]2[CH2:9][c:10]3[n:11]([cH:19][cH:20][cH:21]3)[CH2:12][c:13]3[c:14]2[cH:15][cH:16][cH:17][cH:18]3)[cH:22][cH:23]1)[C:40]([c:39]1[c:34]([CH3:33])[n:35][cH:36][cH:37][cH:38]1)=[O:41]. Reactants: ClC1=C(C=NN1C)[N+](=O)[O-] (5-chloro-1-methyl-4-nitro-1H-pyrazole), O[C@H]1COCC1 ((R)-(−)-3-hydroxy tetrahydrofuran). The product is CN1N=CC(=C1O[C@H]1COCC1)[N+](=O)[O-] ((R)-1-methyl-4-nitro-5-(tetrahydrofuran-3-yloxy)-1H-pyrazole). Isolated yield 34.0%. RXN SMILES: Cl[C:2]1[N:6]([CH3:7])[N:5]=[CH:4][C:3]=1[N+:8]([O-:10])=[O:9].[OH:11][C@@H:12]1[CH2:16][CH2:15][O:14][CH2:13]1>>[CH3:7][N:6]1[C:2]([O:11][C@@H:12]2[CH2:16][CH2:15][O:14][CH2:13]2)=[C:3]([N+:8]([O-:10])=[O:9])[CH:4]=[N:5]1. Reported procedure: Following the procedure for Example 230 starting with 5-chloro-1-methyl-4-nitro-1H-pyrazole and (R)-(−)-3-hydroxy tetrahydrofuran gave (R)-1-methyl-4-nitro-5-(tetrahydrofuran-3-yloxy)-1H-pyrazole as a clear oil (90 mg, 34%). 1H NMR (400 MHz, CDCl3) δ 8.01 (s, 1H), 5.65 (q, J=3.4 Hz, 1H), 4.10 (q, J=8.0 Hz, 1H), 4.02-3.87 (m, 2H), 3.81 (dd, J=11.3, 3.4 Hz, 1H), 3.71 (s, 3H), 2.26 (td, J=7.3, 3.4 Hz, 2H) The reactants are C(C)(C)(C)N\C=C(\C=C\C(=O)OC)/C(=O)OC (dimethyl (2E,4Z)-4-[(tert-butylamino)methylene]-2-pentenedioate), C[O-].[Na+] (sodium methoxide). As a reaction SMILES: [C:1]([NH:5]/[CH:6]=[C:7](\[C:14]([O:16][CH3:17])=[O:15])/[CH:8]=[CH:9]/[C:10]([O:12]C)=O)([CH3:4])([CH3:3])[CH3:2].[CH3:18][O-].[Na+]>CO>[C:1]([N:5]1[C:10](=[O:12])[CH:9]=[CH:8][C:7]([C:14]([O:16][CH2:17][CH3:18])=[O:15])=[CH:6]1)([CH3:2])([CH3:3])[CH3:4] |f:1.2|. Yields the product C(C)(C)(C)N1C=C(C=CC1=O)C(=O)OCC (ethyl 1-(tert-butyl)-6-oxo-1,6-dihydro-3-pyridinecarboxylate). Run in CO (MeOH), CO (MeOH). Procedure details: To a solution of dimethyl (2E,4Z)-4-[(tert-butylamino)methylene]-2-pentenedioate (1.2 g) in MeOH (10 mL) was added 28% sodium methoxide in MeOH (1.9 mL), and the mixture was heated to reflux for 8 hr under a nitrogen atmosphere. The solvent was evaporated in vacuo, and the residue was diluted with EtOAc (20 mL). The resulting mixture was washed successively with 1 M HCl (20 mL), saturated aqueous NaHCO3 (20 mL) and brine, dried over MgSO4 and evaporated in vacuo to give ethyl 1-(tert-butyl)-6-ox...